Task: describe an organic reaction: reactants, conditions, products, and yield. Dataset: the Open Reaction Database (ORD), a public repository of structured organic reaction records Starting materials: CC(C1=CC=CC=C1)(C)NC([C@H](CCCCNC(=O)OCC1=CC=CC=C1)NC(=O)OC(C)(C)C)=O ((2S)-N-(α,α-dimethylbenzyl)-2-(t-butoxycarbonylamino)-6-benzyloxycarbonylaminohexanamide), C1(=CC=CC=C1)OC (anisole). Run in FC(C(=O)O)(F)F (trifluoroacetic acid). Conditions: time 30 minute. Product: CC(C1=CC=CC=C1)(C)NC([C@H](CCCCNC(=O)OCC1=CC=CC=C1)N)=O ((2S)-N-(α,α-Dimethylbenzyl)-2-amino-6-(benzyloxycarbonylamino)hexanamide). The yield is 58.0%. As a reaction SMILES: [CH3:1][C:2]([NH:10][C:11](=[O:36])[C@@H:12]([NH:28]C(OC(C)(C)C)=O)[CH2:13][CH2:14][CH2:15][CH2:16][NH:17][C:18]([O:20][CH2:21][C:22]1[CH:27]=[CH:26][CH:25]=[CH:24][CH:23]=1)=[O:19])([CH3:9])[C:3]1[CH:8]=[CH:7][CH:6]=[CH:5][CH:4]=1.C1(OC)C=CC=CC=1>FC(F)(F)C(O)=O>[CH3:9][C:2]([NH:10][C:11](=[O:36])[C@@H:12]([NH2:28])[CH2:13][CH2:14][CH2:15][CH2:16][NH:17][C:18]([O:20][CH2:21][C:22]1[CH:23]=[CH:24][CH:25]=[CH:26][CH:27]=1)=[O:19])([CH3:1])[C:3]1[CH:4]=[CH:5][CH:6]=[CH:7][CH:8]=1. Procedure details: To 2.18 g of (2S)-N-(α,α-dimethylbenzyl)-2-(t-butoxycarbonylamino)-6-benzyloxycarbonylaminohexanamide (prepared as described in Preparation 8) were added 0.47 g of anisole and 10 ml of trifluoroacetic acid, and the solution was stirred for 30 minutes at room temperature. At the end of this time, the excess trifluoroacetic acid was distilled off under reduced pressure. A 5% w/v aqueous solution of sodium bicarbonate was added to the residue, and the mixture was neutralized and then extracted with... The reactants are S1C(=NCC1)NC1(C(COCC1=CC1=CC=CC=C1)=CC1=CC=CC=C1)O (4-[(4,5-dihydro-2-thiazolyl)amino]tetrahydro-3,5-bis(phenylmethylene)-2H-pyran-4-ol). Reagents/catalysts: [Ti](Cl)(Cl)(Cl)Cl (titanium tetrachloride). Solvent: C1(=CC=CC=C1)C (toluene), C1(=CC=CC=C1)C (toluene). Yields the product C1(=CC=CC=C1)C1C2=C(N=C3N1CCS3)C(COC2)=CC2=CC=CC=C2 (2,3,8,9-Tetrahydro-5-phenyl-9-(phenylmethylene)-5H,6H-pyrano[4,3-d]thiazolo[3,2-a]pyrimidine). RXN SMILES: [S:1]1[CH2:5][CH2:4][N:3]=[C:2]1[NH:6][C:7]1(O)[C:12](=[CH:13][C:14]2[CH:19]=[CH:18][CH:17]=[CH:16][CH:15]=2)[CH2:11][O:10][CH2:9][C:8]1=[CH:20][C:21]1[CH:26]=[CH:25][CH:24]=[CH:23][CH:22]=1>C1(C)C=CC=CC=1.[Ti](Cl)(Cl)(Cl)Cl>[C:21]1([CH:20]2[N:3]3[CH2:4][CH2:5][S:1][C:2]3=[N:6][C:7]3[C:12](=[CH:13][C:14]4[CH:19]=[CH:18][CH:17]=[CH:16][CH:15]=4)[CH2:11][O:10][CH2:9][C:8]2=3)[CH:26]=[CH:25][CH:24]=[CH:23][CH:22]=1. Reported procedure: To a stirred suspension of 4-[(4,5-dihydro-2-thiazolyl)amino]tetrahydro-3,5-bis(phenylmethylene)-2H-pyran-4-ol (2.5 g, 6.6 mmole) in toluene (100 ml) is added slowly a solution of titanium tetrachloride (0.63 g, 3.3 mmole) in toluene (6.1 ml). The yellow mixture is heated at reflux temperature for 45 minutes. Starting materials: ClC1=NC=2C=CC=CC2C2=C1N=CN2C=C(C)C (4-chloro-1-(2-methyl-1-propenyl)-1H-imidazo[4,5-c]quinoline), N (ammonia). The solvent is CO (methanol). The product is CC(=CN1C=NC=2C(=NC=3C=CC=CC3C21)N)C (1-(2-methyl-1-propenyl)-1H-imidazo[4,5-c]quinolin-4-amine). RXN SMILES: Cl[C:2]1[C:11]2[N:12]=[CH:13][N:14]([CH:15]=[C:16]([CH3:18])[CH3:17])[C:10]=2[C:9]2[CH:8]=[CH:7][CH:6]=[CH:5][C:4]=2[N:3]=1.[NH3:19]>CO>[CH3:17][C:16]([CH3:18])=[CH:15][N:14]1[C:10]2[C:9]3[CH:8]=[CH:7][CH:6]=[CH:5][C:4]=3[N:3]=[C:2]([NH2:19])[C:11]=2[N:12]=[CH:13]1. Procedure: Similarly, the isomer 4-chloro-1-(2-methyl-1-propenyl)-1H-imidazo[4,5-c]quinoline was reacted with 19% ammonia in methanol to provide 1-(2-methyl-1-propenyl)-1H-imidazo[4,5-c]quinolin-4-amine, m.p. 284°-289° C. after recrystallization from ethanol. Analysis: Calculated for C14H14N4 : %C, 70.6; %H, 5.9; %N, 23.5; Found: %C, 70.6; %H, 5.9; %N, 23.4. The reactants are C(C)(C)OC=1C=C(C=O)C=CC1OC (3-isopropoxy-4-methoxybenzaldehyde), N1(N=CN=C1)C1=CC(=C(C=C1)N)N (4-(1,2,4-triazol-1-yl)-o-phenylenediamine). Solvent: [N+](=O)([O-])C1=CC=CC=C1 (nitrobenzene). Conditions: temperature 150 celsius. The product is C(C)(C)OC=1C=C(C=CC1OC)C=1NC2=C(N1)C=CC(=C2)N2N=CN=C2 (2-(3-isopropoxy-4-methoxyphenyl)-5-(1,2,4-triazol-1-yl)benzimidazole). Isolated yield 55.0%. RXN SMILES: [CH:1]([O:4][C:5]1[CH:6]=[C:7]([CH:10]=[CH:11][C:12]=1[O:13][CH3:14])[CH:8]=O)([CH3:3])[CH3:2].[N:15]1([C:20]2[CH:25]=[CH:24][C:23]([NH2:26])=[C:22]([NH2:27])[CH:21]=2)[CH:19]=[N:18][CH:17]=[N:16]1>[N+](C1C=CC=CC=1)([O-])=O>[CH:1]([O:4][C:5]1[CH:6]=[C:7]([C:8]2[NH:27][C:22]3[CH:21]=[C:20]([N:15]4[CH:19]=[N:18][CH:17]=[N:16]4)[CH:25]=[CH:24][C:23]=3[N:26]=2)[CH:10]=[CH:11][C:12]=1[O:13][CH3:14])([CH3:3])[CH3:2]. Procedure details: A 5.98 g portion of a known compound 3-isopropoxy-4-methoxybenzaldehyde was added to 4.49 g of 4-(1,2,4-triazol-1-yl)-o-phenylenediamine obtained in Reference Example 2, and the mixture was stirred for 18 hours in 37 ml of nitrobenzene while heating at 150° C. After cooling, nitrobenzene was evaporated under a reduced pressure. By crystallizing the resulting residue with ethyl acetate/hexane, 4.90 g (55%) of the title compound was obtained. Its physical property values are shown as the Compound ... The reactants are COC(=O)c1cccc(CN(C)c2ccc(OCc3c(C(C)C)cnn3-c3ccccc3OC(F)(F)F)nc2C)c1, [Li+], C1COCCO1, [OH-]. Yields the product Cc1nc(OCc2c(C(C)C)cnn2-c2ccccc2OC(F)(F)F)ccc1N(C)Cc1cccc(C(=O)O)c1. As a reaction SMILES: [CH3:1][O:2][C:3]([c:4]1[cH:5][c:6]([CH2:10][N:11]([CH3:12])[c:13]2[c:14]([CH3:40])[n:15][c:16]([O:19][CH2:20][c:21]3[n:22](-[c:29]4[c:30]([O:35][C:36]([F:37])([F:38])[F:39])[cH:31][cH:32][cH:33][cH:34]4)[n:23][cH:24][c:25]3[CH:26]([CH3:27])[CH3:28])[cH:17][cH:18]2)[cH:7][cH:8][cH:9]1)=[O:41].[Li+:42].[O:44]1[CH2:45][CH2:46][O:47][CH2:48][CH2:49]1.[OH-:43]>>[O:2]=[C:3]([c:4]1[cH:5][c:6]([CH2:10][N:11]([CH3:12])[c:13]2[c:14]([CH3:40])[n:15][c:16]([O:19][CH2:20][c:21]3[n:22](-[c:29]4[c:30]([O:35][C:36]([F:37])([F:38])[F:39])[cH:31][cH:32][cH:33][cH:34]4)[n:23][cH:24][c:25]3[CH:26]([CH3:27])[CH3:28])[cH:17][cH:18]2)[cH:7][cH:8][cH:9]1)[OH:41]. The reactants are [Al+3], CC(C)=CCOc1cccc(C#N)c1, [H-], [H-], [H-], [H-], [Li+], [Na+], C1CCOC1, [OH-], O. Product: CC(C)=CCOc1cccc(CN)c1. RXN SMILES: [Al+3:16].[CH3:1][C:2](=[CH:3][CH2:4][O:5][c:6]1[cH:7][c:8]([C:9]#[N:10])[cH:11][cH:12][cH:13]1)[CH3:14].[H-:15].[H-:18].[H-:19].[H-:20].[Li+:17].[Na+:23].[O:24]1[CH2:25][CH2:26][CH2:27][CH2:28]1.[OH-:22].[OH2:21]>>[CH3:1][C:2](=[CH:3][CH2:4][O:5][c:6]1[cH:7][c:8]([CH2:9][NH2:10])[cH:11][cH:12][cH:13]1)[CH3:14]. Starting materials: C(C)(C)C1=CC=C(C(=O)O)C=C1 (4-Isopropyl-benzoic acid), [Mn](=O)(=O)(=O)[O-].[K+] (potassium permanganate). Reagents/catalysts: OCC(O)CO (glycerol). The solvent is O (water), [OH-].[K+] (potassium hydroxide), O (water), [OH-].[K+] (potassium hydroxide). Run at temperature 70 celsius, time 1 hour. The product is OC(C)(C)C1=CC=C(C(=O)O)C=C1 (4-(1-hydroxy-1-methyl-ethyl)-benzoic acid). The yield is 40.7%. As a reaction SMILES: [CH:1]([C:4]1[CH:12]=[CH:11][C:7]([C:8]([OH:10])=[O:9])=[CH:6][CH:5]=1)([CH3:3])[CH3:2].[Mn]([O-])(=O)(=O)=[O:14].[K+]>[OH-].[K+].O.OCC(CO)O>[OH:14][C:1]([C:4]1[CH:12]=[CH:11][C:7]([C:8]([OH:10])=[O:9])=[CH:6][CH:5]=1)([CH3:3])[CH3:2] |f:1.2,3.4|. Procedure: 4-Isopropyl-benzoic acid (5.00 g, 30.0 mmol) was dissolved in 20 mL of 10% potassium hydroxide in water solution. To this solution was added 480 mL of 0.2 N aqueous potassium hydroxide solution, followed by a solution of potassium permanganate (9.65 g, 60.0 mmol) in 500 mL of water. The mixture was stirred at 70° C. for one hour. To the reaction mixture was added a few drops of glycerol, and the resulting mixture was cooled to 0° C. Solid residues were removed by filtration, and the filtrate was...